Dataset: the Open Reaction Database (ORD), a public repository of structured organic reaction records. Task: describe an organic reaction: reactants, conditions, products, and yield Starting materials: O=C([O-])[O-], CCOCC, CO, [K+], [K+], CC(=O)OC(C)C(=O)N(CC(C)C)NC(=O)C(CC(C)C)C(CC=Cc1ccccc1)C(=O)NOC1CCCCO1, O. Product: CC(C)CC(C(=O)NN(CC(C)C)C(=O)C(C)O)C(CC=Cc1ccccc1)C(=O)NOC1CCCCO1. RXN SMILES: [C:42](=[O:43])([O-:44])[O-:45].[CH3:48][CH2:49][O:50][CH2:51][CH3:52].[CH3:53][OH:54].[K+:46].[K+:47].[O:1]1[CH:2]([O:7][NH:8][C:9](=[O:10])[CH:11]([CH2:12][CH:13]=[CH:14][c:15]2[cH:16][cH:17][cH:18][cH:19][cH:20]2)[CH:21]([C:22](=[O:23])[NH:24][N:25]([CH2:26][CH:27]([CH3:28])[CH3:29])[C:30]([CH:31]([CH3:32])[O:33][C:34](=[O:35])[CH3:36])=[O:37])[CH2:38][CH:39]([CH3:40])[CH3:41])[CH2:3][CH2:4][CH2:5][CH2:6]1.[OH2:55]>>[O:1]1[CH:2]([O:7][NH:8][C:9](=[O:10])[CH:11]([CH2:12][CH:13]=[CH:14][c:15]2[cH:16][cH:17][cH:18][cH:19][cH:20]2)[CH:21]([C:22](=[O:23])[NH:24][N:25]([CH2:26][CH:27]([CH3:28])[CH3:29])[C:30]([CH:31]([CH3:32])[OH:33])=[O:37])[CH2:38][CH:39]([CH3:40])[CH3:41])[CH2:3][CH2:4][CH2:5][CH2:6]1. Reactants: OC[C@H]([C@@H](\C=C\C)C1=CC=C(C=C1)C(F)(F)F)NC(OC(C)(C)C)=O (Tert-butyl (2S,3S,E)-1-hydroxy-3-(4-(trifluoromethyl)phenyl)hex-4-en-2-ylcarbamate). The reagents and catalysts are [Pd] (Pd on carbon). Run in CO (MeOH). Conditions: time 2 minute. The product is OC[C@H]([C@@H](CCC)C1=CC=C(C=C1)C(F)(F)F)NC(OC(C)(C)C)=O (tert-butyl (2S,3S)-1-hydroxy-3-(4-(trifluoromethyl)phenyl)hexan-2-ylcarbamate). The yield is 98.8%. As a reaction SMILES: [OH:1][CH2:2][C@@H:3]([NH:18][C:19](=[O:25])[O:20][C:21]([CH3:24])([CH3:23])[CH3:22])[C@H:4]([C:8]1[CH:13]=[CH:12][C:11]([C:14]([F:17])([F:16])[F:15])=[CH:10][CH:9]=1)/[CH:5]=[CH:6]/[CH3:7]>CO.[Pd]>[OH:1][CH2:2][C@@H:3]([NH:18][C:19](=[O:25])[O:20][C:21]([CH3:24])([CH3:23])[CH3:22])[C@H:4]([C:8]1[CH:13]=[CH:12][C:11]([C:14]([F:17])([F:16])[F:15])=[CH:10][CH:9]=1)[CH2:5][CH2:6][CH3:7]. Procedure details: Tert-butyl (2S,3S,E)-1-hydroxy-3-(4-(trifluoromethyl)phenyl)hex-4-en-2-ylcarbamate (0.51 g, 1.4 mmol) was taken up in 10 mL of MeOH. 0.10 g of 10% Pd on carbon was added, and hydrogen was bubbled through the mixture. After 2 minutes, the bubbling was ceased and the reaction was kept under a balloon of hydrogen. After 2 hours, the mixture was filtered through Celite and concentrated under reduced pressure, affording tert-butyl (2S,3S)-1-hydroxy-3-(4-(trifluoromethyl)phenyl)hexan-2-ylcarbamate (0.... The reactants are NC1=C(C(C2=CC=CC=C2)O)C=CC=C1 (2-aminobenzhydrol), C(#N)[BH3-].[Na+] (Sodium cyanoborohydride), C(=O)(OC(C)(C)C)N1CCC(CC1)=O (N-Boc-4-piperidone), C(C)(=O)O (acetic acid). Run in CO (methanol). Conditions: time 42 hour. Yields the product C1(=CC=CC=C1)C(O)C1=C(C=CC=C1)NC1CCN(CC1)C(=O)OC(C)(C)C (phenyl-(2-(1-Boc-4-piperidinylamino)phenyl) carbinol). Reaction SMILES: [NH2:1][C:2]1[CH:15]=[CH:14][CH:13]=[CH:12][C:3]=1[CH:4]([OH:11])[C:5]1[CH:10]=[CH:9][CH:8]=[CH:7][CH:6]=1.[C:16]([N:23]1[CH2:28][CH2:27][C:26](=O)[CH2:25][CH2:24]1)([O:18][C:19]([CH3:22])([CH3:21])[CH3:20])=[O:17].C(O)(=O)C.C([BH3-])#N.[Na+]>CO>[C:5]1([CH:4]([C:3]2[CH:12]=[CH:13][CH:14]=[CH:15][C:2]=2[NH:1][CH:26]2[CH2:27][CH2:28][N:23]([C:16]([O:18][C:19]([CH3:22])([CH3:21])[CH3:20])=[O:17])[CH2:24][CH2:25]2)[OH:11])[CH:10]=[CH:9][CH:8]=[CH:7][CH:6]=1 |f:3.4|. Reported procedure: 2-Aminobenzhydrol from Step 1 above (1.0 g, 5 mmol), N-Boc-4-piperidone (2.0 g, 10 mmol), and acetic acid (0.86 mL, 0.9 g, 15 mmol) were combined in methanol (10 mL). Sodium cyanoborohydride (0.79 g, 12.5 mmol) was added in portions, and the mixture was stirred at ambient temperature for 42 hours. The mixture was concentrated in vacuo. Ethyl acetate (100 mL) was added to the residue and the resulting mixture was washed with saturated aqueous sodium bicarbonate, dried over sodium sulfate, filtere... Reactants: [BH4-].[Na+] (sodium borohydride), FC1=CC=C(C=C1)C1=NOC(=C1C=O)C (3-(4-fluoro-phenyl)-5-methyl-isoxazole-4-carbaldehyde), Cl.COC(=O)C=1N(N=C(C1)N)C (5-amino-2-methyl-2H-pyrazole-3-carboxylic acid methyl ester hydrochloride), C([O-])([O-])=O.[K+].[K+] (potassium carbonate). The reagents and catalysts are Cl (hydrochloric acid). The solvent is CO (methanol). Product: COC(=O)C=1N(N=C(C1)NCC=1C(=NOC1C)C1=CC=C(C=C1)F)C (5-{[3-(4-fluoro-phenyl)-5-methyl-isoxazol-4-ylmethyl]-amino}-2-methyl-2H-pyrazole-3-carboxylic acid methyl ester). Yield: 27.0%. As a reaction SMILES: [F:1][C:2]1[CH:7]=[CH:6][C:5]([C:8]2[C:12]([CH:13]=O)=[C:11]([CH3:15])[O:10][N:9]=2)=[CH:4][CH:3]=1.Cl.[CH3:17][O:18][C:19]([C:21]1[N:22]([CH3:27])[N:23]=[C:24]([NH2:26])[CH:25]=1)=[O:20].C(=O)([O-])[O-].[K+].[K+].[BH4-].[Na+]>CO.Cl>[CH3:17][O:18][C:19]([C:21]1[N:22]([CH3:27])[N:23]=[C:24]([NH:26][CH2:13][C:12]2[C:8]([C:5]3[CH:6]=[CH:7][C:2]([F:1])=[CH:3][CH:4]=3)=[N:9][O:10][C:11]=2[CH3:15])[CH:25]=1)=[O:20] |f:1.2,3.4.5,6.7|. Procedure details: To a solution of 3-(4-fluoro-phenyl)-5-methyl-isoxazole-4-carbaldehyde (1.32 g, 6.44 mmol) and the 5-amino-2-methyl-2H-pyrazole-3-carboxylic acid methyl ester hydrochloride (1.0 g, 6.44 mmol) in methanol (30 mL) at room temperature was added potassium carbonate (890 mg, 6.44 mmol) and then the reaction mixture was heated under reflux for 2 h. After cooling to room temperature sodium borohydride (487 mg, 12.9 mmol) was added and then the mixture heated under reflux for 12 h. The mixture was then ... The reactants are O1C(OCC1)CN1C(C=CC2=NC=C(C=C12)OC)=O (1-(1,3-dioxolan-2-ylmethyl)-7-methoxy-1,5-naphthyridin-2(1H)-one), FC(C(=O)O)(F)F (trifluoroacetic acid), FC(C(=O)O)(F)F (trifluoroacetic acid). Reaction conditions: temperature 65 celsius, time 1 hour. Yields the product COC1=CN=C2C=CC(N(C2=C1)CC=O)=O ((7-methoxy-2-oxo-1,5-naphthyridin-1(2H)-yl)acetaldehyde). Isolated yield 120.2%. As a reaction SMILES: [O:1]1CCO[CH:2]1[CH2:6][N:7]1[C:16]2[C:11](=[N:12][CH:13]=[C:14]([O:17][CH3:18])[CH:15]=2)[CH:10]=[CH:9][C:8]1=[O:19].FC(F)(F)C(O)=O>>[CH3:18][O:17][C:14]1[CH:15]=[C:16]2[C:11]([CH:10]=[CH:9][C:8](=[O:19])[N:7]2[CH2:6][CH:2]=[O:1])=[N:12][CH:13]=1. Reported procedure: To 0.11 g of 1-(1,3-dioxolan-2-ylmethyl)-7-methoxy-1,5-naphthyridin-2(1H)-one, 6.0 mL of an 80% aqueous trifluoroacetic acid solution was added, and the mixture was stirred at 60 to 70° C. for 1 hour. Thereto was added 4.0 mL of an 80% aqueous trifluoroacetic acid solution, and the mixture was stirred at 60 to 70° C. for 1 hour. The reaction mixture was cooled to room temperature, and the solvent was distilled off under reduced pressure. The resultant residue was charged with ethyl acetate and w... Starting materials: C(C)(C)N(CC)C(C)C (Diisopropylethylamine), CC1([C@@]2(C(CC1CC2)=O)CS(=O)(=O)OCCC[C@@]2(CNCCC2)C2=CC(=C(C=C2)Cl)Cl)C ((R)-3-[3-(3,4-Dichlorophenyl)-piperidin-3-yl]-propan-1-ol(1s)-7,7-dimethyl-2-oxobicyclo[2,2,1]heptane-1-methanesulfonate), C1(=CC=CC=C1)C(=O)Cl (PhCOCl). The solvent is C(Cl)Cl (CH2Cl2), C(Cl)Cl (CH2Cl2). Conditions: time 1 hour. Product: ClC=1C=C(C=CC1Cl)C1(CN(CCC1)C(=O)C1=CC=CC=C1)CCCO ([3-(3,4-Dichlorophenyl)-3-(3-hydroxy-propyl)-piperidin-1-yl]-phenyl-methanone). Isolated yield 89.8%. RXN SMILES: C(N(C(C)C)CC)(C)C.CC1(C)C2CC[C@@]1(CS([O:23][CH2:24][CH2:25][CH2:26][C@@:27]1([C:33]3[CH:38]=[CH:37][C:36]([Cl:39])=[C:35]([Cl:40])[CH:34]=3)[CH2:32][CH2:31][CH2:30][NH:29][CH2:28]1)(=O)=O)C(=O)C2.[C:42]1([C:48](Cl)=[O:49])[CH:47]=[CH:46][CH:45]=[CH:44][CH:43]=1>C(Cl)Cl>[Cl:40][C:35]1[CH:34]=[C:33]([C:27]2([CH2:26][CH2:25][CH2:24][OH:23])[CH2:32][CH2:31][CH2:30][N:29]([C:48]([C:42]3[CH:47]=[CH:46][CH:45]=[CH:44][CH:43]=3)=[O:49])[CH2:28]2)[CH:38]=[CH:37][C:36]=1[Cl:39]. Reported procedure: Diisopropylethylamine(5.7 mL, 3.27 mmol, 5.0 eq) was added to a mixture of camphorsulfonate salt (9) (3.4 g, 6.53 mmol) in CH2Cl2 (21 mL, 0.3 M) and followed by dropwise addition of PhCOCl (0.83 mL, 7.19 mmol, 1.1 eq). The solution was stirred at room temperature for 1 hour. The reacting mixture was diluted with CH2Cl2 (200 mL) and washed with brine, 1 M KHSO4, and saturated NaHCO3 then dried over MgSO4. The concentrated crude oil was purified by flash chromatography (CH2Cl2-MeOH/95:5) to give w... Reactants: O (H2O), C([O-])([O-])=O.[Cs+].[Cs+] (cesium carbonate), N1(CCCC1)C(=O)Cl (pyrrolidinecarbonyl chloride), NC1=NC2=CC=C(C=C2C2=C1N=C1N2[C@H](COC1)C)O ((11S)-6-amino-11-methyl-10,11-dihydro-8H-[1,4]oxazino[4′,3′:1,2]imidazo[4,5-c]quinolin-2-ol). Solvent: CN(C)C=O (DMF), C(Cl)(Cl)Cl (CHCl3). Conditions: time 8 hour. Yields the product N1(CCCC1)C(=O)OC=1C=C2C3=C(C(=NC2=CC1)N)N=C1N3[C@H](COC1)C ((11S)-6-Amino-11-methyl-10,11-dihydro-8H-[1,4]oxazino[4′,3′:1,2]imidazo[4,5-c]quinolin-2-yl pyrrolidine-1-carboxylate). The yield is 17.9%. Reaction SMILES: [NH2:1][C:2]1[C:11]2[N:12]=[C:13]3[CH2:18][O:17][CH2:16][C@H:15]([CH3:19])[N:14]3[C:10]=2[C:9]2[C:4](=[CH:5][CH:6]=[C:7]([OH:20])[CH:8]=2)[N:3]=1.C(=O)([O-])[O-].[Cs+].[Cs+].[N:27]1([C:32](Cl)=[O:33])[CH2:31][CH2:30][CH2:29][CH2:28]1.O>CN(C=O)C.C(Cl)(Cl)Cl>[N:27]1([C:32]([O:20][C:7]2[CH:8]=[C:9]3[C:4](=[CH:5][CH:6]=2)[N:3]=[C:2]([NH2:1])[C:11]2[N:12]=[C:13]4[CH2:18][O:17][CH2:16][C@H:15]([CH3:19])[N:14]4[C:10]3=2)=[O:33])[CH2:31][CH2:30][CH2:29][CH2:28]1 |f:1.2.3|. Procedure details: A solution of (11S)-6-amino-11-methyl-10,11-dihydro-8H-[1,4]oxazino[4′,3′:1,2]imidazo[4,5-c]quinolin-2-ol (500 mg, 1.85 mmol) dissolved in 15 mL of DMF was treated with cesium carbonate (1.80 g, 5.55 mmol) and pyrrolidinecarbonyl chloride (275 mg, 2.03 mmol). After stirring overnight at ambient temperature, the light brown mixture was poured into 150 mL of H2O and stirred for 30 minutes. The reaction mixture was extracted with CHCl3 (3×75 mL) and the combined extracts were dried over MgSO4, filt...